From a dataset of the Open Reaction Database (ORD), a public repository of structured organic reaction records. describe an organic reaction: reactants, conditions, products, and yield Starting materials: CC(=O)OC(C)=O, O=CO, COc1cc(CC(=O)Nc2cccc(C3CCC(C(C)(C)C)CC3)c2)ccc1OCCN, C1CCOC1. Product: COc1cc(CC(=O)Nc2cccc(C3CCC(C(C)(C)C)CC3)c2)ccc1OCCNC=O. Reaction SMILES: [CH3:4][C:5]([O:6][C:7](=[O:8])[CH3:9])=[O:10].[CH:1](=[O:2])[OH:3].[NH2:11][CH2:12][CH2:13][O:14][c:15]1[c:16]([O:41][CH3:42])[cH:17][c:18]([CH2:21][C:22](=[O:23])[NH:24][c:25]2[cH:26][c:27]([CH:31]3[CH2:32][CH2:33][CH:34]([C:37]([CH3:38])([CH3:39])[CH3:40])[CH2:35][CH2:36]3)[cH:28][cH:29][cH:30]2)[cH:19][cH:20]1.[O:43]1[CH2:44][CH2:45][CH2:46][CH2:47]1>>[CH:1](=[O:2])[NH:11][CH2:12][CH2:13][O:14][c:15]1[c:16]([O:41][CH3:42])[cH:17][c:18]([CH2:21][C:22](=[O:23])[NH:24][c:25]2[cH:26][c:27]([CH:31]3[CH2:32][CH2:33][CH:34]([C:37]([CH3:38])([CH3:39])[CH3:40])[CH2:35][CH2:36]3)[cH:28][cH:29][cH:30]2)[cH:19][cH:20]1. Starting materials: ClC=1C=C(C=NC1CO)CN[C@@H]1[C@@H](CN(CC1)CCN1C(C=CC2=NC=C(C=C12)OC)=O)O (1-{2-[(3R,4S)-4-({[5-chloro-6-(hydroxymethyl)-3-pyridinyl]methyl}amino)-3-hydroxy-1-piperidinyl]ethyl}-7-(methyloxy)-1,5-naphthyridin-2(1H)-one), Cl (HCl). Run in C(Cl)Cl (DCM). Run at time 30 minute. Product: Cl.ClC=1C=C(C=NC1CO)CN[C@@H]1[C@@H](CN(CC1)CCN1C(C=CC2=NC=C(C=C12)OC)=O)O (1-{2-[(3R,4S)-4-({[5-chloro-6-(hydroxymethyl)-3-pyridinyl]methyl}amino)-3-hydroxy-1-piperidinyl]ethyl}-7-(methyloxy)-1,5-naphthyridin-2(1H)-one hydrochloride). Isolated yield 148.8%. RXN SMILES: [Cl:1][C:2]1[CH:3]=[C:4]([CH2:10][NH:11][C@H:12]2[CH2:17][CH2:16][N:15]([CH2:18][CH2:19][N:20]3[C:29]4[C:24](=[N:25][CH:26]=[C:27]([O:30][CH3:31])[CH:28]=4)[CH:23]=[CH:22][C:21]3=[O:32])[CH2:14][C@H:13]2[OH:33])[CH:5]=[N:6][C:7]=1[CH2:8][OH:9].Cl>C(Cl)Cl>[ClH:1].[Cl:1][C:2]1[CH:3]=[C:4]([CH2:10][NH:11][C@H:12]2[CH2:17][CH2:16][N:15]([CH2:18][CH2:19][N:20]3[C:29]4[C:24](=[N:25][CH:26]=[C:27]([O:30][CH3:31])[CH:28]=4)[CH:23]=[CH:22][C:21]3=[O:32])[CH2:14][C@H:13]2[OH:33])[CH:5]=[N:6][C:7]=1[CH2:8][OH:9] |f:3.4|. Procedure details: To a solution of 1-{2-[(3R,4S)-4-({[5-chloro-6-(hydroxymethyl)-3-pyridinyl]methyl}amino)-3-hydroxy-1-piperidinyl]ethyl}-7-(methyloxy)-1,5-naphthyridin-2(1H)-one (Example 7 above: 179.8 mg, 0.379 mmol) in DCM (2.5 ml) at 0° C. was added HCl (1M in diethyl ether) (0.417 ml, 0.417 mmol). The reaction mixture was stirred at rt for 30 min, the solvent was evaporated under vacuum and the crude was dispersed in hexane/DCM. The precipitated solid was isolated by filtration under vacuum and washed with D... The reactants are CC(C)=NO (acetone oxime), CC(C)([O-])C.[K+] (potassium tert-butoxide), FC1=C(C=CC(=C1)OC)C(=O)C1=C(C=C(C(=C1)CCC)OC)CCC ((2-fluoro-4-methoxyphenyl)(4-methoxy-2,5-dipropylphenyl)methanone). Run in C1CCOC1 (THF), C1CCOC1 (THF). Conditions: time 1 hour. Product: COC=1C=CC(=C(C1)ON=C(C)C)C(C1=C(C=C(C(=C1)CCC)OC)CCC)=O (Acetone O-[5-methoxy-2-(4-methoxy-2,5-dipropylbenzoyl)phenyl]oxime). RXN SMILES: CC(C)([O-])C.[K+].[CH3:7][C:8](=[N:10][OH:11])[CH3:9].F[C:13]1[CH:18]=[C:17]([O:19][CH3:20])[CH:16]=[CH:15][C:14]=1[C:21]([C:23]1[CH:28]=[C:27]([CH2:29][CH2:30][CH3:31])[C:26]([O:32][CH3:33])=[CH:25][C:24]=1[CH2:34][CH2:35][CH3:36])=[O:22]>C1COCC1>[CH3:20][O:19][C:17]1[CH:18]=[CH:13][C:14]([C:21](=[O:22])[C:23]2[CH:28]=[C:27]([CH2:29][CH2:30][CH3:31])[C:26]([O:32][CH3:33])=[CH:25][C:24]=2[CH2:34][CH2:35][CH3:36])=[C:15]([O:11][N:10]=[C:8]([CH3:9])[CH3:7])[CH:16]=1 |f:0.1|. Reported procedure: To a suspension of potassium tert-butoxide (2.18 g, 19.4 mmol, heat-gunned under high vacuum) in THF (60 mL) was added acetone oxime (1.42 g, 19.4 mmol). The white slurry was stirred at room temperature for 1 h and then a solution of (2-fluoro-4-methoxyphenyl)(4-methoxy-2,5-dipropylphenyl)methanone (2.23 g, 6.47 mmol) in THF (10 mL ) was added. The mixture was stirred at 65° C. for 3 h and then quenched with a small amount of water. Most of the THF was removed in vacuo and extraction was perform... Reactants: [Al+3], [Cl-], [Cl-], [Cl-], ClCCl, CCOC(=O)C(C)(C)Cc1c(SC(C)(C)C)c2cc(OC)ccc2n1Cc1ccc(Cl)cc1, Cl. Yields the product CCOC(=O)C(C)(C)Cc1c(SC(C)(C)C)c2cc(O)ccc2n1Cc1ccc(Cl)cc1. As a reaction SMILES: [Al+3:2].[Cl-:1].[Cl-:3].[Cl-:4].[Cl:39][CH2:40][Cl:41].[Cl:5][c:6]1[cH:7][cH:8][c:9]([CH2:10][n:11]2[c:12]([CH2:27][C:28]([C:29](=[O:30])[O:31][CH2:32][CH3:33])([CH3:34])[CH3:35])[c:13]([S:22][C:23]([CH3:24])([CH3:25])[CH3:26])[c:14]3[cH:15][c:16]([O:20][CH3:21])[cH:17][cH:18][c:19]23)[cH:36][cH:37]1.[ClH:38]>>[Cl:5][c:6]1[cH:7][cH:8][c:9]([CH2:10][n:11]2[c:12]([CH2:27][C:28]([C:29](=[O:30])[O:31][CH2:32][CH3:33])([CH3:34])[CH3:35])[c:13]([S:22][C:23]([CH3:24])([CH3:25])[CH3:26])[c:14]3[cH:15][c:16]([OH:20])[cH:17][cH:18][c:19]23)[cH:36][cH:37]1. Reactants: CN(C)CCCN, ClCCl, O=C1Cc2cc(Cl)ccc2N1C(=O)Oc1ccc([N+](=O)[O-])cc1. The product is CN(C)CCCNC(=O)N1C(=O)Cc2cc(Cl)ccc21. RXN SMILES: [CH3:1][N:2]([CH2:3][CH2:4][CH2:5][NH2:6])[CH3:7].[Cl:31][CH2:32][Cl:33].[Cl:8][c:9]1[cH:10][c:11]2[c:15]([cH:16][cH:17]1)[N:14]([C:18](=[O:19])[O:20][c:21]1[cH:22][cH:23][c:24]([N+:25]([O-:26])=[O:27])[cH:28][cH:29]1)[C:13](=[O:30])[CH2:12]2>>[CH3:1][N:2]([CH2:3][CH2:4][CH2:5][NH:6][C:18]([N:14]1[C:13](=[O:30])[CH2:12][c:11]2[cH:10][c:9]([Cl:8])[cH:17][cH:16][c:15]21)=[O:19])[CH3:7].